From a dataset of the Open Reaction Database (ORD), a public repository of structured organic reaction records. describe an organic reaction: reactants, conditions, products, and yield Reactants: OOS(=O)[O-].[K+] (Oxone), C1=NC=CC2=C(C=CC=C12)NC(=O)NCC1=CC=C(C=C1)C(F)(F)F (N-Isoquinolin-5-yl-N′-[4-(trifluoromethyl)benzyl]urea), III. The solvent is C(Cl)(Cl)Cl (chloroform). The product is [O-][N+]1=CC2=CC=CC(=C2C=C1)NC(=O)NCC1=CC=C(C=C1)C(F)(F)F (N-(2-Oxidoisoquinolin-5-yl)-N′-[4-(trifluoromethyl)benzyl]urea). Yield: 10.5%. As a reaction SMILES: [CH:1]1[C:10]2[C:5](=[C:6]([NH:11][C:12]([NH:14][CH2:15][C:16]3[CH:21]=[CH:20][C:19]([C:22]([F:25])([F:24])[F:23])=[CH:18][CH:17]=3)=[O:13])[CH:7]=[CH:8][CH:9]=2)[CH:4]=[CH:3][N:2]=1.[OH:26]OS([O-])=O.[K+]>C(Cl)(Cl)Cl>[O-:26][N+:2]1[CH:3]=[CH:4][C:5]2[C:10](=[CH:9][CH:8]=[CH:7][C:6]=2[NH:11][C:12]([NH:14][CH2:15][C:16]2[CH:21]=[CH:20][C:19]([C:22]([F:23])([F:24])[F:25])=[CH:18][CH:17]=2)=[O:13])[CH:1]=1 |f:1.2|. Procedure details: To a suspension of N-isoquinolin-5-yl-N′-[4-(trifluoromethyl)benzyl]urea (Example 14; 100 mg, 0.29 mmol) in chloroform (25 ml) was added Oxone (541 mg, 0.87 mmol), followed by wet alumina Grade III (1 g), and the resulting suspension heated at reflux for 60 minutes. Whilst the mixture was still hot it was filtered to remove alumina and Oxone, the solids were washed with more chloroform, then methanol, and the filtrate evaporated to dryness. The residue was purified by preparative TLC eluting wit... The reactants are COC1=C(COCCCOC2=CC=C(C=C2)C2C(CN(CC2)C(=O)OC(C)(C)C)OCCOC2=C(C=CC=C2)CCOS(=O)(=O)C2=CC=C(C=C2)C)C=CC=C1 (tert-butyl 4-{4-[3-(2-methoxybenzyloxy)propoxy]phenyl}-3-(2-{2-[2-(toluene-4-sulphonyloxy)ethyl]phenoxy}ethoxy)piperidine-1-carboxylate), O1C(NCC1)=O (oxazolidin-2-one). Product: COC1=C(COCCCOC2=CC=C(C=C2)C2C(CN(CC2)C(=O)OC(C)(C)C)OCCOC2=C(C=CC=C2)CCN2C(OCC2)=O)C=CC=C1 (tert-Butyl 4-{4-[3-(2-methoxybenzyloxy)propoxy]phenyl}-3-(2-{2-[2-(2-oxooxazolidin-3-yl)ethyl]phenoxy}ethoxy)piperidine-1-carboxylate). As a reaction SMILES: [CH3:1][O:2][C:3]1[CH:56]=[CH:55][CH:54]=[CH:53][C:4]=1[CH2:5][O:6][CH2:7][CH2:8][CH2:9][O:10][C:11]1[CH:16]=[CH:15][C:14]([CH:17]2[CH2:22][CH2:21][N:20]([C:23]([O:25][C:26]([CH3:29])([CH3:28])[CH3:27])=[O:24])[CH2:19][CH:18]2[O:30][CH2:31][CH2:32][O:33][C:34]2[CH:39]=[CH:38][CH:37]=[CH:36][C:35]=2[CH2:40][CH2:41]OS(C2C=CC(C)=CC=2)(=O)=O)=[CH:13][CH:12]=1.[O:57]1[CH2:61][CH2:60][NH:59][C:58]1=[O:62]>>[CH3:1][O:2][C:3]1[CH:56]=[CH:55][CH:54]=[CH:53][C:4]=1[CH2:5][O:6][CH2:7][CH2:8][CH2:9][O:10][C:11]1[CH:12]=[CH:13][C:14]([CH:17]2[CH2:22][CH2:21][N:20]([C:23]([O:25][C:26]([CH3:29])([CH3:27])[CH3:28])=[O:24])[CH2:19][CH:18]2[O:30][CH2:31][CH2:32][O:33][C:34]2[CH:39]=[CH:38][CH:37]=[CH:36][C:35]=2[CH2:40][CH2:41][N:59]2[CH2:60][CH2:61][O:57][C:58]2=[O:62])=[CH:15][CH:16]=1. Procedure: Analogously to Example 27a, 020 g of tert-butyl 4-{4-[3-(2-methoxybenzyloxy)propoxy]phenyl}-3-(2-{2-[2-(toluene-4-sulphonyloxy)ethyl]phenoxy}ethoxy)piperidine-1-carboxylate (Example 26b) and 0.44 g of oxazolidin-2-one are reacted. The title compound is obtained as a colourless oil. Rf=0.27 (2:1 EtOAc-heptane).